Dataset: the Open Reaction Database (ORD), a public repository of structured organic reaction records. Task: describe an organic reaction: reactants, conditions, products, and yield Starting materials: O=C(O)C(F)(F)F, COCCCN1C(=O)C(C)(C)Oc2ccc(N(C(=O)C3CC(NC(=O)C(CO)C(C)C)CN(C(=O)OCC4c5ccccc5-c5ccccc54)C3)C3CC3)cc21. Product: COCCCN1C(=O)C(C)(C)Oc2ccc(N(C(=O)C3CNCC(NC(=O)C(CO)C(C)C)C3)C3CC3)cc21. RXN SMILES: [F:57][C:58]([F:59])([F:60])[C:61]([OH:62])=[O:63].[cH:1]1[c:2]2[c:14]([cH:15][cH:16][cH:17]1)-[c:9]1[c:8]([cH:13][cH:12][cH:11][cH:10]1)[CH:3]2[CH2:4][O:5][C:6](=[O:7])[N:18]1[CH2:19][CH:20]([C:33]([N:34]([c:35]2[cH:36][cH:37][c:38]3[c:39]([cH:52]2)[N:40]([CH2:47][CH2:48][CH2:49][O:50][CH3:51])[C:41](=[O:46])[C:42]([CH3:44])([CH3:45])[O:43]3)[CH:53]2[CH2:54][CH2:55]2)=[O:56])[CH2:21][CH:22]([NH:24][C:25]([CH:26]([CH:27]([CH3:28])[CH3:29])[CH2:30][OH:31])=[O:32])[CH2:23]1>>[NH:18]1[CH2:19][CH:20]([C:33]([N:34]([c:35]2[cH:36][cH:37][c:38]3[c:39]([cH:52]2)[N:40]([CH2:47][CH2:48][CH2:49][O:50][CH3:51])[C:41](=[O:46])[C:42]([CH3:44])([CH3:45])[O:43]3)[CH:53]2[CH2:54][CH2:55]2)=[O:56])[CH2:21][CH:22]([NH:24][C:25]([CH:26]([CH:27]([CH3:28])[CH3:29])[CH2:30][OH:31])=[O:32])[CH2:23]1. Reactants: CS(=O)(=O)Nc1ccc(CCC(=O)O)cn1, COCCNC(=O)c1ccc(CCC(=O)NCC(=O)N(C)c2ccc(Cl)c(COc3cccc4c3nc(OC)n4Cc3ccccn3)c2Cl)cc1, COc1nc2c(OCc3c(Cl)ccc(N(C)C(=O)CN)c3Cl)cccc2n1Cc1ccccn1. Product: COc1nc2c(OCc3c(Cl)ccc(N(C)C(=O)CNC(=O)CCc4ccc(NS(C)(=O)=O)nc4)c3Cl)cccc2n1Cc1ccccn1. RXN SMILES: [CH3:1][S:2](=[O:3])(=[O:4])[NH:5][c:6]1[cH:7][cH:8][c:9]([CH2:12][CH2:13][C:14](=[O:15])[OH:16])[cH:10][n:11]1.[Cl:51][c:52]1[c:53]([CH2:54][O:55][c:56]2[c:57]3[n:58][c:59]([O:60][CH3:61])[n:62]([CH2:63][c:64]4[cH:65][cH:66][cH:67][cH:68][n:69]4)[c:70]3[cH:71][cH:72][cH:73]2)[c:74]([Cl:75])[cH:76][cH:77][c:78]1[N:79]([CH3:80])[C:81](=[O:82])[CH2:83][NH:84][C:85](=[O:86])[CH2:87][CH2:88][c:89]1[cH:90][cH:91][c:92]([C:93]([NH:94][CH2:95][CH2:96][O:97][CH3:98])=[O:99])[cH:100][cH:101]1.[NH2:17][CH2:18][C:19](=[O:20])[N:21]([CH3:22])[c:23]1[c:24]([Cl:50])[c:25]([CH2:30][O:31][c:32]2[cH:33][cH:34][cH:35][c:36]3[n:37]([CH2:43][c:44]4[n:45][cH:46][cH:47][cH:48][cH:49]4)[c:38]([O:41][CH3:42])[n:39][c:40]23)[c:26]([Cl:29])[cH:27][cH:28]1>>[CH3:1][S:2](=[O:3])(=[O:4])[NH:5][c:6]1[cH:7][cH:8][c:9]([CH2:12][CH2:13][C:14](=[O:16])[NH:17][CH2:18][C:19](=[O:20])[N:21]([CH3:22])[c:23]2[c:24]([Cl:50])[c:25]([CH2:30][O:31][c:32]3[cH:33][cH:34][cH:35][c:36]4[n:37]([CH2:43][c:44]5[n:45][cH:46][cH:47][cH:48][cH:49]5)[c:38]([O:41][CH3:42])[n:39][c:40]34)[c:26]([Cl:29])[cH:27][cH:28]2)[cH:10][n:11]1. As a reaction SMILES: [Cl:1][c:2]1[c:3]([N+:18](=[O:19])[O-:20])[cH:4][c:5]([C:6](=[O:7])[NH:8][c:9]2[cH:10][cH:11][c:12]([OH:15])[cH:13][cH:14]2)[cH:16][cH:17]1.[Cl:23][CH2:24][O:25][CH2:26][CH3:27].[H-:21].[Na+:22].[OH2:28]>>[Cl:1][c:2]1[c:3]([N+:18](=[O:19])[O-:20])[cH:4][c:5]([C:6](=[O:7])[NH:8][c:9]2[cH:10][cH:11][c:12]([O:15][CH2:24][O:25][CH2:26][CH3:27])[cH:13][cH:14]2)[cH:16][cH:17]1. The reactants are O=C(Nc1ccc(O)cc1)c1ccc(Cl)c([N+](=O)[O-])c1, CCOCCl, [H-], [Na+], O. Yields the product CCOCOc1ccc(NC(=O)c2ccc(Cl)c([N+](=O)[O-])c2)cc1. Starting materials: ClC1=C(C=NC2=CC=C(C=C12)[N+](=O)[O-])C#N (4-chloro-6-nitro-quinoline-3-carbonitrile), BrC=1C=C(N)C=CC1Br (3,4-dibromoaniline), C([O-])(O)=O.[Na+] (sodium bicarbonate). Run in C(C)O (ethanol). The product is BrC=1C=C(C=CC1Br)NC1=C(C=NC2=CC=C(C=C12)[N+](=O)[O-])C#N (4-[(3,4-Dibromophenyl)amino]-6-nitro-quinoline-3-carbonitrile). Isolated yield 31.9%. Reaction SMILES: Cl[C:2]1[C:11]2[C:6](=[CH:7][CH:8]=[C:9]([N+:12]([O-:14])=[O:13])[CH:10]=2)[N:5]=[CH:4][C:3]=1[C:15]#[N:16].[Br:17][C:18]1[CH:19]=[C:20]([CH:22]=[CH:23][C:24]=1[Br:25])[NH2:21].C(=O)(O)[O-].[Na+]>C(O)C>[Br:17][C:18]1[CH:19]=[C:20]([NH:21][C:2]2[C:11]3[C:6](=[CH:7][CH:8]=[C:9]([N+:12]([O-:14])=[O:13])[CH:10]=3)[N:5]=[CH:4][C:3]=2[C:15]#[N:16])[CH:22]=[CH:23][C:24]=1[Br:25] |f:2.3|. Procedure: A mixture of 6.20 g (26.6 mmol) of 4-chloro-6-nitro-quinoline-3-carbonitrile and 8.00 g (31.9 mmol) of 3,4-dibromoaniline in 160 mL of ethanol was refluxed under N2 for 5 h. Saturated sodium bicarbonate was added and volatile material was removed. The residue was slurried with hexane, collected, washed with hexane and water and dried. The insoluble material was repeatedly extracted with boiling ethyl acetate and the solution was then filtered through silica gel. The solvent was removed to give 3... Starting materials: CN(C1=CC(=C(C=O)C=C1)[N+](=O)[O-])C (4-dimethylamino-2-nitrobenzaldehyde), C(=O)(OCC)CC=P(C1=CC=CC=C1)(C1=CC=CC=C1)C1=CC=CC=C1 (carbethoxyethylidene triphenylphosphorane). Solvent: C1=CC=CC=C1 (benzene). Product: CN(C1=CC(=C(C=C1)C=C(C(=O)OCC)C)[N+](=O)[O-])C (ethyl 3-(4-dimethylamino-2-nitrophenyl)-2-methyl-2-propenate), crystal. The yield is 74.7%. RXN SMILES: [CH3:1][N:2]([CH3:14])[C:3]1[CH:10]=[CH:9][C:6]([CH:7]=O)=[C:5]([N+:11]([O-:13])=[O:12])[CH:4]=1.[C:15]([CH2:20][CH:21]=P(C1C=CC=CC=1)(C1C=CC=CC=1)C1C=CC=CC=1)([O:17][CH2:18][CH3:19])=[O:16]>C1C=CC=CC=1>[CH3:1][N:2]([CH3:14])[C:3]1[CH:10]=[CH:9][C:6]([CH:7]=[C:20]([CH3:21])[C:15]([O:17][CH2:18][CH3:19])=[O:16])=[C:5]([N+:11]([O-:13])=[O:12])[CH:4]=1. Procedure details: Into 250 ml of benzene, 20.0 g (0.10 mol) of 4-dimethylamino-2-nitrobenzaldehyde and 36.2 g (0.10 mol) of carbethoxyethylidene triphenylphosphorane (manufactured by Aldrich Chemical Co., Inc.) were dissolved, and the mixture was stirred at room temperature for one night. The solvent was evaporated under a reduced pressure, whereby 58 g of a crude product were obtained. This product was refined by a column chromatography (aminopropylated silica gel: Fuji Silysia Chem. Co., NH-DM1020), whereby 20.... Starting materials: C(C(C)C)N1C(N(C(C=2C1=NN(C2NC2=CC=CC=C2)CC2=CC=C(C=C2)C2N(CCCC2)C(=O)OC(C)(C)C)=O)C)=O (tert-butyl 2-(4-((7-isobutyl-5-methyl-4,6-dioxo-3-(phenylamino)-4,5,6,7-tetrahydropyrazolo[3,4-d]pyrimidin-2-yl)methyl)phenyl)piperidine-1-carboxylate), C(=O)(C(F)(F)F)O (TFA). Solvent: ClCCl (dichloromethane). Yields the product C(C(C)C)N1C(N(C(C=2C1=NN(C2NC2=CC=CC=C2)CC2=CC=C(C=C2)C2NCCCC2)=O)C)=O (7-isobutyl-5-methyl-3-(phenylamino)-2-(4-(piperidin-2-yl)benzyl)-2H-pyrazolo[3,4-d]pyrimidine-4,6(5H,7H)-dione). Yield: 50.8%. RXN SMILES: [CH2:1]([N:5]1[C:10]2=[N:11][N:12]([CH2:21][C:22]3[CH:27]=[CH:26][C:25]([CH:28]4[CH2:33][CH2:32][CH2:31][CH2:30][N:29]4C(OC(C)(C)C)=O)=[CH:24][CH:23]=3)[C:13]([NH:14][C:15]3[CH:20]=[CH:19][CH:18]=[CH:17][CH:16]=3)=[C:9]2[C:8](=[O:41])[N:7]([CH3:42])[C:6]1=[O:43])[CH:2]([CH3:4])[CH3:3].C(O)(C(F)(F)F)=O>ClCCl>[CH2:1]([N:5]1[C:10]2=[N:11][N:12]([CH2:21][C:22]3[CH:23]=[CH:24][C:25]([CH:28]4[CH2:33][CH2:32][CH2:31][CH2:30][NH:29]4)=[CH:26][CH:27]=3)[C:13]([NH:14][C:15]3[CH:20]=[CH:19][CH:18]=[CH:17][CH:16]=3)=[C:9]2[C:8](=[O:41])[N:7]([CH3:42])[C:6]1=[O:43])[CH:2]([CH3:4])[CH3:3]. Reported procedure: tert-butyl 2-(4-((7-isobutyl-5-methyl-4,6-dioxo-3-(phenylamino)-4,5,6,7-tetrahydropyrazolo[3,4-d]pyrimidin-2-yl)methyl)phenyl)piperidine-1-carboxylate (76 mg) is dissolved in 2 mL of dichloromethane, and then TFA (2 mL) is added. The mixture is stirred at room temperature for an hour. After evaporation, the residue is purified by a semi-preparative HPLC to give 32 mg of pure product as white solids. MS (ESI) m/z 487.3 [M+H]+.